This data is from the Open Reaction Database (ORD), a public repository of structured organic reaction records. The task is: describe an organic reaction: reactants, conditions, products, and yield Reactants: CCCCC(C)C(C=CC1C(OC(=O)c2ccccc2)CC2OC(=O)CC21)O[Si](c1ccccc1)(c1ccccc1)C(C)(C)C, O=C([O-])O, C1CCOC1, CC(C)[N-]C(C)C, [Li+], [Na+], N#CCCCCc1nnnn1C(c1ccccc1)(c1ccccc1)c1ccccc1. The product is CCCCC(C)C(C=CC1C(OC(=O)c2ccccc2)CC2OC(O)(C(C#N)CCCc3nnnn3C(c3ccccc3)(c3ccccc3)c3ccccc3)CC21)O[Si](c1ccccc1)(c1ccccc1)C(C)(C)C. As a reaction SMILES: [C:39]([c:40]1[cH:41][cH:42][cH:43][cH:44][cH:45]1)(=[O:46])[O:47][CH:48]1[CH:49]([CH:57]=[CH:58][CH:59]([CH:60]([CH2:61][CH2:62][CH2:63][CH3:64])[CH3:65])[O:66][Si:67]([c:68]2[cH:69][cH:70][cH:71][cH:72][cH:73]2)([c:74]2[cH:75][cH:76][cH:77][cH:78][cH:79]2)[C:80]([CH3:81])([CH3:82])[CH3:83])[CH:50]2[CH:51]([O:52][C:53](=[O:55])[CH2:54]2)[CH2:56]1.[C:84](=[O:85])([OH:86])[O-:87].[CH2:89]1[O:90][CH2:91][CH2:92][CH2:93]1.[CH:1]([N-:2][CH:3]([CH3:4])[CH3:5])([CH3:6])[CH3:7].[Li+:8].[Na+:88].[c:9]1([C:15]([n:16]2[n:17][n:18][n:19][c:20]2[CH2:21][CH2:22][CH2:23][CH2:24][C:25]#[N:26])([c:27]2[cH:28][cH:29][cH:30][cH:31][cH:32]2)[c:33]2[cH:34][cH:35][cH:36][cH:37][cH:38]2)[cH:10][cH:11][cH:12][cH:13][cH:14]1>>[c:9]1([C:15]([n:16]2[n:17][n:18][n:19][c:20]2[CH2:21][CH2:22][CH2:23][CH:24]([C:25]#[N:26])[C:53]2([OH:55])[O:52][CH:51]3[CH:50]([CH:49]([CH:57]=[CH:58][CH:59]([CH:60]([CH2:61][CH2:62][CH2:63][CH3:64])[CH3:65])[O:66][Si:67]([c:68]4[cH:69][cH:70][cH:71][cH:72][cH:73]4)([c:74]4[cH:75][cH:76][cH:77][cH:78][cH:79]4)[C:80]([CH3:81])([CH3:82])[CH3:83])[CH:48]([O:47][C:39]([c:40]4[cH:41][cH:42][cH:43][cH:44][cH:45]4)=[O:46])[CH2:56]3)[CH2:54]2)([c:27]2[cH:28][cH:29][cH:30][cH:31][cH:32]2)[c:33]2[cH:34][cH:35][cH:36][cH:37][cH:38]2)[cH:10][cH:11][cH:12][cH:13][cH:14]1. The reactants are CCCCCCCCCCC(Oc1ccc(C2=CCCCCCC2)cc1)C(=O)OCC, CCO, [Na+], [OH-]. Yields the product CCCCCCCCCCC(Oc1ccc(C2=CCCCCCC2)cc1)C(=O)O. Reaction SMILES: [CH2:1]([CH3:2])[O:3][C:4]([CH:5]([CH2:6][CH2:7][CH2:8][CH2:9][CH2:10][CH2:11][CH2:12][CH2:13][CH2:14][CH3:15])[O:16][c:17]1[cH:18][cH:19][c:20]([C:23]2=[CH:24][CH2:25][CH2:26][CH2:27][CH2:28][CH2:29][CH2:30]2)[cH:21][cH:22]1)=[O:31].[CH3:34][CH2:35][OH:36].[Na+:33].[OH-:32]>>[O:3]=[C:4]([CH:5]([CH2:6][CH2:7][CH2:8][CH2:9][CH2:10][CH2:11][CH2:12][CH2:13][CH2:14][CH3:15])[O:16][c:17]1[cH:18][cH:19][c:20]([C:23]2=[CH:24][CH2:25][CH2:26][CH2:27][CH2:28][CH2:29][CH2:30]2)[cH:21][cH:22]1)[OH:31]. Reactants: O=C(CNC(=O)C1CCN(CC1)C(=O)OC(C)(C)C)C1=CC=CC=C1 (tert-butyl 4-[(2-oxo-2-phenylethyl)carbamoyl]piperidine-1-carboxylate), FC(C(=O)[O-])(F)F.[NH4+] (ammonium trifluoroacetate), O (water), C(Cl)(Cl)Cl (chloroform). Reaction conditions: temperature 170 celsius, time 30 minute. The product is Cl.Cl.C1(=CC=CC=C1)C=1N=C(NC1)C1CCNCC1 (4-(4-phenyl-1H-imidazol-2-yl)piperidine dihydrochloride). As a reaction SMILES: O=[C:2]([C:20]1[CH:25]=[CH:24][CH:23]=[CH:22][CH:21]=1)[CH2:3][NH:4][C:5]([CH:7]1[CH2:12][CH2:11][N:10](C(OC(C)(C)C)=O)[CH2:9][CH2:8]1)=O.FC(F)(F)C([O-])=O.[NH4+:33].O.C(Cl)(Cl)[Cl:36]>>[ClH:36].[ClH:36].[C:20]1([C:2]2[N:33]=[C:5]([CH:7]3[CH2:12][CH2:11][NH:10][CH2:9][CH2:8]3)[NH:4][CH:3]=2)[CH:25]=[CH:24][CH:23]=[CH:22][CH:21]=1 |f:1.2,5.6.7|. Procedure: A mixture of tert-butyl 4-[(2-oxo-2-phenylethyl)carbamoyl]piperidine-1-carboxylate (5.0 g) and ammonium trifluoroacetate (18.9 g) was stirred at an exterior temperature of 170° C. for 30 minutes. After leaving to be cooled, water and chloroform were added thereto, and the aqueous phase was separated. The aqueous phase was adjusted to a pH of about 10 with a 24% aqueous sodium hydroxide, and extracted with chloroform. The combined organic phase was washed with water and saturated brine, and dried... Starting materials: C1(CCCCC1)CBr (cyclohexylmethyl bromide), Cl (HCl), N1=C(C=CC=C1)CN (2-picolylamine), C(C1=CC=CC=C1)=O (benzaldehyde), [OH-].[K+] (potassium hydroxide). Reagents/catalysts: [I-].C(CCC)[N+](CCCC)(CCCC)CCCC (tetrabutylammonium iodide). The solvent is C1(=CC=CC=C1)C (toluene). Reaction conditions: time 12.5 hour. Yields the product N1=C(C=CC=C1)C(CC1CCCCC1)N (racemic 1-(2-pyridyl)-2-cyclohexylethylamine). The yield is 45.0%. RXN SMILES: [N:1]1[CH:6]=[CH:5][CH:4]=[CH:3][C:2]=1[CH2:7][NH2:8].[CH:9](=O)[C:10]1[CH:15]=[CH:14][CH:13]=[CH:12][CH:11]=1.[OH-].[K+].C1(CBr)CCCCC1.Cl>C1(C)C=CC=CC=1.[I-].C([N+](CCCC)(CCCC)CCCC)CCC>[N:1]1[CH:6]=[CH:5][CH:4]=[CH:3][C:2]=1[CH:7]([NH2:8])[CH2:9][CH:10]1[CH2:15][CH2:14][CH2:13][CH2:12][CH2:11]1 |f:2.3,7.8|. Procedure: A mixture of 2.16 g of 2-picolylamine (20 mmoles) and 2.12 g of benzaldehyde (20 mmoles) was stirred for 5-20 hours. The reaction mixture was diluted with 20 ml of toluene with stirring, then 1.12 g (20 mmoles) of potassium hydroxide added followed by the addition of 3.7 g of tetrabutylammonium iodide (10 mmoles) and 3.55 g of cyclohexylmethyl bromide (20 mmoles). The mixture was refluxed for 6-24 hours, then cooled and stirred with 10 ml of a 2N HCl for 2-6 hours. The organic phase was discarde...